From a dataset of the Open Reaction Database (ORD), a public repository of structured organic reaction records. describe an organic reaction: reactants, conditions, products, and yield Reactants: FC1=C(CO)C=CC(=C1)F (2,4-difluorobenzylalcohol), ClC(C#N)(Cl)Cl (trichloroacetonitrile). The reagents and catalysts are S(=O)(=O)(O)[O-].C(CCC)[N+](CCCC)(CCCC)CCCC (Tetrabutyl ammonium hydrogen sulphate). The solvent is C(Cl)Cl (CH2Cl2), [OH-].[K+] (KOH). Run at temperature -15 celsius, time 30 minute. Yields the product ClC(C(OCC1=C(C=C(C=C1)F)F)=N)(Cl)Cl (2,4-difluorobenzyl trichloroacetimidate). The yield is 91.4%. As a reaction SMILES: [F:1][C:2]1[CH:9]=[C:8]([F:10])[CH:7]=[CH:6][C:3]=1[CH2:4][OH:5].[Cl:11][C:12]([Cl:16])([Cl:15])[C:13]#[N:14]>S([O-])(O)(=O)=O.C([N+](CCCC)(CCCC)CCCC)CCC.C(Cl)Cl.[OH-].[K+]>[Cl:11][C:12]([Cl:16])([Cl:15])[C:13](=[NH:14])[O:5][CH2:4][C:3]1[CH:6]=[CH:7][C:8]([F:10])=[CH:9][C:2]=1[F:1] |f:2.3,5.6|. Procedure details: A Tetrabutyl ammonium hydrogen sulphate (15 mg) was added to 2,4-difluorobenzylalcohol (1.0 g, 6.94 mmol) in CH2Cl2 (10 ml) and KOH (50%, 10 ml). This mixture was cooled to −15° C. prior to the addition of trichloroacetonitrile (1.2 ml, 8.32 mmol). After 30 min at −15° C. and 3 h at ambient temperature the phases were separated. The aqueous phase was extracted twice with CH2Cl2. The combined organic phases were dried with MgSO4 and reduced to one third. The residue was filtered through celite an... The reactants are COC(=O)CC1Nc2ccc(C(=O)O)cc2CN(C)C1=O, CNCc1cc2cc(OCc3ccccc3)ccc2n1C, CNCc1cc2ccccc2n1C, CN1Cc2cc(C(=O)O)ccc2NC(CO)C1=O. The product is CN(Cc1cc2cc(OCc3ccccc3)ccc2n1C)C(=O)c1ccc2c(c1)CN(C)C(=O)C(CO)N2. Reaction SMILES: [C:53]([CH2:54][CH:55]1[C:56](=[O:57])[N:58]([CH3:59])[CH2:60][c:61]2[cH:62][c:63]([C:64]([OH:65])=[O:66])[cH:67][cH:68][c:69]2[NH:70]1)([O:71][CH3:72])=[O:73].[CH2:1]([c:2]1[cH:3][cH:4][cH:5][cH:6][cH:7]1)[O:8][c:9]1[cH:10][c:11]2[cH:12][c:13]([CH2:19][NH:20][CH3:21])[n:14]([CH3:18])[c:15]2[cH:16][cH:17]1.[CH3:22][n:23]1[c:24]2[c:25]([cH:26][cH:27][cH:28][cH:29]2)[cH:30][c:31]1[CH2:32][NH:33][CH3:34].[OH:35][CH2:36][CH:37]1[NH:38][c:39]2[c:40]([cH:46][c:47]([C:50](=[O:51])[OH:52])[cH:48][cH:49]2)[CH2:41][N:42]([CH3:45])[C:43]1=[O:44]>>[CH2:1]([c:2]1[cH:3][cH:4][cH:5][cH:6][cH:7]1)[O:8][c:9]1[cH:10][c:11]2[cH:12][c:13]([CH2:19][N:20]([CH3:21])[C:50]([c:47]3[cH:46][c:40]4[c:39]([cH:49][cH:48]3)[NH:38][CH:37]([CH2:36][OH:35])[C:43](=[O:44])[N:42]([CH3:45])[CH2:41]4)=[O:51])[n:14]([CH3:18])[c:15]2[cH:16][cH:17]1. RXN SMILES: Cl[C:2]1[C:7]([Cl:8])=[CH:6][CH:5]=[CH:4][N:3]=1.C(OC(=O)[NH:15][C@@H:16]1[CH2:20][CH2:19][N:18](C2C(C(F)(F)F)=CC=CN=2)[CH2:17]1)(C)(C)C.FC(F)(F)C1C(N2CC[C@@H](N)C2)=NC=CC=1>>[Cl:8][C:7]1[C:2]([N:18]2[CH2:19][CH2:20][C@@H:16]([NH2:15])[CH2:17]2)=[N:3][CH:4]=[CH:5][CH:6]=1. Reactants: FC(C=1C(=NC=CC1)N1C[C@@H](CC1)N)(F)F ((R)-1-(3-Trifluoromethylpyridin-2-yl)pyrrolidin-3-ylamine), ClC1=NC=CC=C1Cl (2,3-dichloropyridine), 3R-(+)-3-(tert-butyloxycarbonylamino)pyrrolidine, C(C)(C)(C)OC(N[C@H]1CN(CC1)C1=NC=CC=C1C(F)(F)F)=O ([(R)-1-(3-Trifluoromethylpyridin-2-yl)pyrrolidin-3-yl]-carbamic acid tert-butyl ester). Reported procedure: The title compound was prepared from 2,3-dichloropyridine and 3R-(+)-3-(tert-butyloxycarbonylamino)pyrrolidine using the procedure outlined for Descriptions D1 and D2. Product: ClC=1C(=NC=CC1)N1C[C@@H](CC1)N ((R)-1-(3-Chloropyridin-2-yl)pyrrolidin-3-ylamine).